Dataset: the Open Reaction Database (ORD), a public repository of structured organic reaction records. Task: describe an organic reaction: reactants, conditions, products, and yield Reactants: FC1=C(C=C(C=C1)F)C1=NC=C(C(=C1)N)C (2-(2,5-difluorophenyl)-5-methylpyridin-4-amine), CC(C)(C)[O-].[Na+] (sodium 2-methylpropan-2-olate), C1=CC=C(C=C1)P(C2=CC=CC=C2)C3=C(C4=CC=CC=C4C=C3)C5=C(C=CC6=CC=CC=C65)P(C7=CC=CC=C7)C8=CC=CC=C8 ((R)-BINAP), IC=1C=2C(N=CC1)=CN(N2)CC2=CC=C(C=C2)OC (7-Iodo-2-(4-methoxybenzyl)-2H-pyrazolo[4,3-b]pyridine). Reagents/catalysts: C(C)(=O)O[Pd]OC(C)=O (diacetoxypalladium). The solvent is C1(=CC=CC=C1)C (toluene), CO (MeOH), C1(=CC=CC=C1)C (toluene). Reaction conditions: temperature 40 celsius, time 10 minute. Product: FC1=C(C=C(C=C1)F)C1=NC=C(C(=C1)NC1=C2C(=NC=C1)C=NN2CC2=CC=C(C=C2)OC)C (N-(2-(2,5-difluorophenyl)-5-methylpyridin-4-yl)-1-(4-methoxybenzyl)-1H-pyrazolo[4,3-b]pyridin-7-amine), FC1=C(C=C(C=C1)F)C1=NC=C(C(=C1)NC=1C=2C(N=CC1)=CN(N2)CC2=CC=C(C=C2)OC)C (N-(2-(2,5-difluorophenyl)-5-methylpyridin-4-yl)-2-(4-methoxybenzyl)-2H-pyrazolo[4,3-b]pyridin-7-amine). As a reaction SMILES: C1C=CC(P(C2C=CC3C(=CC=CC=3)C=2C2C3C(=CC=CC=3)C=CC=2P(C2C=CC=CC=2)C2C=CC=CC=2)C2C=CC=CC=2)=CC=1.I[C:48]1[C:49]2[C:50](=[CH:54][N:55]([CH2:57][C:58]3[CH:63]=[CH:62][C:61]([O:64][CH3:65])=[CH:60][CH:59]=3)[N:56]=2)[N:51]=[CH:52][CH:53]=1.[F:66][C:67]1[CH:72]=[CH:71][C:70]([F:73])=[CH:69][C:68]=1[C:74]1[CH:79]=[C:78]([NH2:80])[C:77]([CH3:81])=[CH:76][N:75]=1.CC([O-])(C)C.[Na+]>C1(C)C=CC=CC=1.CO.C(O[Pd]OC(=O)C)(=O)C>[F:66][C:67]1[CH:72]=[CH:71][C:70]([F:73])=[CH:69][C:68]=1[C:74]1[CH:79]=[C:78]([NH:80][C:48]2[CH:53]=[CH:52][N:51]=[C:50]3[CH:49]=[N:56][N:55]([CH2:57][C:58]4[CH:59]=[CH:60][C:61]([O:64][CH3:65])=[CH:62][CH:63]=4)[C:54]=23)[C:77]([CH3:81])=[CH:76][N:75]=1.[F:66][C:67]1[CH:72]=[CH:71][C:70]([F:73])=[CH:69][C:68]=1[C:74]1[CH:79]=[C:78]([NH:80][C:48]2[C:49]3[C:50](=[CH:54][N:55]([CH2:57][C:58]4[CH:63]=[CH:62][C:61]([O:64][CH3:65])=[CH:60][CH:59]=4)[N:56]=3)[N:51]=[CH:52][CH:53]=2)[C:77]([CH3:81])=[CH:76][N:75]=1 |f:3.4|. Reported procedure: (R)-BINAP (1.396 g, 2.243 mmol), diacetoxypalladium (0.117 g, 0.520 mmol) and toluene (15 mL) were combined and stirred at 40° C. for 10 minutes. 7-Iodo-2-(4-methoxybenzyl)-2H-pyrazolo[4,3-b]pyridine (1.9 g, 5.20 mmol) suspended in toluene (20 mL), 2-(2,5-difluorophenyl)-5-methylpyridin-4-amine (1.146 g, 5.20 mmol) and sodium 2-methylpropan-2-olate (0.750 g, 7.80 mmol) were added and the mixture was heated at 100° C. overnight. The reaction mixture was then cooled, diluted with MeOH (10 mL) and ... Reactants: solution, C(C=C)[Mg]Br (allylmagnesiumbromid), C(C)(C)(C)OC(=O)N1CC(C1)=O (3-Oxo-azetidine-1-carboxylic acid tert-butyl ester). Solvent: CCOCC (Et2O), CCOCC (Et2O). Run at time 8 hour. Product: C(C)(C)(C)OC(=O)N1CC(C1)(O)CC=C (3-allyl-3-hydroxy-azetidine-1-carboxylic acid tert-butyl ester). As a reaction SMILES: [C:1]([O:5][C:6]([N:8]1[CH2:11][C:10](=[O:12])[CH2:9]1)=[O:7])([CH3:4])([CH3:3])[CH3:2].[CH2:13]([Mg]Br)[CH:14]=[CH2:15]>CCOCC>[C:1]([O:5][C:6]([N:8]1[CH2:9][C:10]([CH2:15][CH:14]=[CH2:13])([OH:12])[CH2:11]1)=[O:7])([CH3:4])([CH3:2])[CH3:3]. Reported procedure: 3-Oxo-azetidine-1-carboxylic acid tert-butyl ester (1.37 g, 8 mmol) was dissolved in Et2O (10 ml) and a 1M solution of allylmagnesiumbromid in Et2O (10.4 ml, 10.4 mmol) was added dropwise at 0° C. Stirring was continued at rt overnight. The reaction mixture was quenched with H2O, extracted twice with EtOAc, the organic layer were washed with brine, combined, dried over Na2 SO4, filtered off and concentrated under reduced pressure to give a orange oil. The crude product was purified by flash chro... Reactants: CC(C)(C)OC(=O)NC1(c2ccc(C#N)cc2)CC2(C1)OCCO2, [Mg+]Cc1ccccc1, C1CCOC1, CC(C)[Mg+], [Cl-], [Cl-], [Cl-], [NH4+]. Product: CC(C)(C)OC(=O)NC1(c2ccc(C(=O)Cc3ccccc3)cc2)CC2(C1)OCCO2. Reaction SMILES: [C:1](#[N:2])[c:3]1[cH:4][cH:5][c:6]([C:9]2([NH:17][C:18]([O:19][C:20]([CH3:21])([CH3:22])[CH3:23])=[O:24])[CH2:10][C:11]3([CH2:12]2)[O:13][CH2:14][CH2:15][O:16]3)[cH:7][cH:8]1.[CH2:31]([c:32]1[cH:33][cH:34][cH:35][cH:36][cH:37]1)[Mg+:38].[CH2:41]1[CH2:44][CH2:43][CH2:42][O:45]1.[CH:26]([Mg+:27])([CH3:28])[CH3:29].[Cl-:25].[Cl-:30].[Cl-:39].[NH4+:40]>>[C:1]([c:3]1[cH:4][cH:5][c:6]([C:9]2([NH:17][C:18]([O:19][C:20]([CH3:21])([CH3:22])[CH3:23])=[O:24])[CH2:10][C:11]3([CH2:12]2)[O:13][CH2:14][CH2:15][O:16]3)[cH:7][cH:8]1)([CH2:31][c:32]1[cH:33][cH:34][cH:35][cH:36][cH:37]1)=[O:45]. Starting materials: CO, Cc1cc2c(c(C)c1C(F)(F)F)N(CC1CC1)CCCC2N(Cc1cc(C(F)(F)F)cc(C(F)(F)F)c1)c1nnn(CCN2C(=O)c3ccccc3C2=O)n1, NN, O. Yields the product Cc1cc2c(c(C)c1C(F)(F)F)N(CC1CC1)CCCC2N(Cc1cc(C(F)(F)F)cc(C(F)(F)F)c1)c1nnn(CCN)n1. As a reaction SMILES: [CH3:59][OH:60].[F:1][C:2]([c:3]1[cH:4][c:5]([CH2:6][N:7]([c:8]2[n:9][n:10][n:11]([CH2:13][CH2:14][N:15]3[C:16](=[O:17])[c:18]4[c:19]([cH:20][cH:21][cH:22][cH:23]4)[C:24]3=[O:25])[n:12]2)[CH:26]2[c:27]3[c:28]([c:37]([CH3:46])[c:38]([C:42]([F:43])([F:44])[F:45])[c:39]([CH3:41])[cH:40]3)[N:29]([CH2:33][CH:34]3[CH2:35][CH2:36]3)[CH2:30][CH2:31][CH2:32]2)[cH:47][c:48]([C:50]([F:51])([F:52])[F:53])[cH:49]1)([F:54])[F:55].[NH2:57][NH2:58].[OH2:56]>>[F:1][C:2]([c:3]1[cH:4][c:5]([CH2:6][N:7]([c:8]2[n:9][n:10][n:11]([CH2:13][CH2:14][NH2:15])[n:12]2)[CH:26]2[c:27]3[c:28]([c:37]([CH3:46])[c:38]([C:42]([F:43])([F:44])[F:45])[c:39]([CH3:41])[cH:40]3)[N:29]([CH2:33][CH:34]3[CH2:35][CH2:36]3)[CH2:30][CH2:31][CH2:32]2)[cH:47][c:48]([C:50]([F:51])([F:52])[F:53])[cH:49]1)([F:54])[F:55]. Reactants: CCOC(=O)CNc1ccc2c(c1)OCO2, CO, [Li+], [OH-]. Yields the product O=C(O)CNc1ccc2c(c1)OCO2. RXN SMILES: [CH2:1]([CH3:2])[O:3][C:4]([CH2:5][NH:6][c:7]1[cH:8][c:9]2[c:10]([cH:14][cH:15]1)[O:11][CH2:12][O:13]2)=[O:16].[CH3:19][OH:20].[Li+:17].[OH-:18]>>[O:3]=[C:4]([CH2:5][NH:6][c:7]1[cH:8][c:9]2[c:10]([cH:14][cH:15]1)[O:11][CH2:12][O:13]2)[OH:16]. Starting materials: FC(C)(F)C1=CC=C(C=C1)C1=NSC(=C1CO)C(F)(F)F ([3-[4-(1,1-difluoroethyl)phenyl]-5-(trifluoromethyl)-1,2-thiazol-4-yl]methanol), OC1=C(C(=C(C=C1)CCC(=O)OCC)C)C (ethyl 3-(4-hydroxy-2,3-dimethylphenyl)propanoate). The product is FC(C)(F)C1=CC=C(C=C1)C1=NSC(=C1COC1=C(C(=C(C=C1)CCC(=O)O)C)C)C(F)(F)F (3-[4-([3-[4-(1,1-difluoroethyl)phenyl]-5-(trifluoromethyl)-1,2-thiazol-4-yl]methoxy)-2,3-dimethylphenyl]propanoic acid). Reaction SMILES: [F:1][C:2]([C:5]1[CH:10]=[CH:9][C:8]([C:11]2[C:15]([CH2:16][OH:17])=[C:14]([C:18]([F:21])([F:20])[F:19])[S:13][N:12]=2)=[CH:7][CH:6]=1)([F:4])[CH3:3].O[C:23]1[CH:28]=[CH:27][C:26]([CH2:29][CH2:30][C:31]([O:33]CC)=[O:32])=[C:25]([CH3:36])[C:24]=1[CH3:37]>>[F:4][C:2]([C:5]1[CH:6]=[CH:7][C:8]([C:11]2[C:15]([CH2:16][O:17][C:23]3[CH:28]=[CH:27][C:26]([CH2:29][CH2:30][C:31]([OH:33])=[O:32])=[C:25]([CH3:36])[C:24]=3[CH3:37])=[C:14]([C:18]([F:19])([F:20])[F:21])[S:13][N:12]=2)=[CH:9][CH:10]=1)([F:1])[CH3:3]. Procedure: The title compound was prepared according to the procedure described in Example 1 starting following Step 5 and 6 coupling [3-[4-(1,1-difluoroethyl)phenyl]-5-(trifluoromethyl)-1,2-thiazol-4-yl]methanol and ethyl 3-(4-hydroxy-2,3-dimethylphenyl)propanoate followed by hydrolysis to afford the desired product as an off-white solid. 1H NMR (400 MHz, CD3OD) δ 7.79 (d, J=8.4 Hz, 2H), 7.63 (d, J=8.4 Hz, 2H), 6.97 (d, J=8.4 Hz, 1H), 6.710 (d, J=8.4 Hz, 1H), 5.12 (s, 2H), 2.92 (t, J=7.6 Hz, 2H), 2.52 (t,...